From a dataset of the Open Reaction Database (ORD), a public repository of structured organic reaction records. describe an organic reaction: reactants, conditions, products, and yield Starting materials: CC(=O)[O-], O=C([O-])[O-], CC(=O)[O-], Cc1ccccc1, COC(=O)c1ccc(C)c(-n2ccc3ccc(OS(=O)(=O)C(F)(F)F)cc3c2=O)c1, CN1CCNCC1, CCOC(C)=O, [Cs+], [Cs+], [Pd+2], c1ccc(P(c2ccccc2)c2ccc3ccccc3c2-c2c(P(c3ccccc3)c3ccccc3)ccc3ccccc23)cc1. Yields the product COC(=O)c1ccc(C)c(-n2ccc3ccc(N4CCN(C)CC4)cc3c2=O)c1. As a reaction SMILES: [C:101]([O-:102])(=[O:103])[CH3:104].[C:77](=[O:78])([O-:79])[O-:80].[C:96]([O-:97])(=[O:98])[CH3:99].[CH3:105][c:106]1[cH:107][cH:108][cH:109][cH:110][cH:111]1.[CH3:1][c:2]1[c:3](-[n:12]2[c:13](=[O:30])[c:14]3[cH:15][c:16]([O:22][S:23]([C:24]([F:25])([F:26])[F:27])(=[O:28])=[O:29])[cH:17][cH:18][c:19]3[cH:20][cH:21]2)[cH:4][c:5]([C:6](=[O:7])[O:8][CH3:9])[cH:10][cH:11]1.[CH3:83][N:84]1[CH2:85][CH2:86][NH:87][CH2:88][CH2:89]1.[CH3:90][CH2:91][O:92][C:93](=[O:94])[CH3:95].[Cs+:81].[Cs+:82].[Pd+2:100].[cH:31]1[cH:32][cH:33][c:34]([P:35]([c:36]2[cH:37][cH:38][c:39]3[c:40]([cH:41][cH:42][cH:43][cH:44]3)[c:45]2-[c:46]2[c:47]3[c:48]([cH:49][cH:50][cH:51][cH:52]3)[cH:53][cH:54][c:55]2[P:56]([c:57]2[cH:58][cH:59][cH:60][cH:61][cH:62]2)[c:63]2[cH:64][cH:65][cH:66][cH:67][cH:68]2)[c:69]2[cH:70][cH:71][cH:72][cH:73][cH:74]2)[cH:75][cH:76]1>>[CH3:1][c:2]1[c:3](-[n:12]2[c:13](=[O:30])[c:14]3[cH:15][c:16]([N:87]4[CH2:86][CH2:85][N:84]([CH3:83])[CH2:89][CH2:88]4)[cH:17][cH:18][c:19]3[cH:20][cH:21]2)[cH:4][c:5]([C:6](=[O:7])[O:8][CH3:9])[cH:10][cH:11]1.